Dataset: the Open Reaction Database (ORD), a public repository of structured organic reaction records. Task: describe an organic reaction: reactants, conditions, products, and yield The reactants are N1CCCC1 (pyrrolidine), ClCC1=C(C=C(C=C1)C(F)(F)F)[N+](=O)[O-] (1-chloromethyl-2-nitro-4-trifluoromethylbenzene). The solvent is ClCCl (dichloromethane), ClCCl (dichloromethane). Reaction conditions: temperature 20 celsius, time 16 hour. Product: [N+](=O)([O-])C1=C(CN2CCCC2)C=CC(=C1)C(F)(F)F (1-(2-nitro-4-trifluoromethylbenzyl)pyrrolidine). The yield is 80.0%. RXN SMILES: [NH:1]1[CH2:5][CH2:4][CH2:3][CH2:2]1.Cl[CH2:7][C:8]1[CH:13]=[CH:12][C:11]([C:14]([F:17])([F:16])[F:15])=[CH:10][C:9]=1[N+:18]([O-:20])=[O:19]>ClCCl>[N+:18]([C:9]1[CH:10]=[C:11]([C:14]([F:15])([F:16])[F:17])[CH:12]=[CH:13][C:8]=1[CH2:7][N:1]1[CH2:5][CH2:4][CH2:3][CH2:2]1)([O-:20])=[O:19]. Procedure details: 0.35 cm3 (4.174 mmol) of pyrrolidine is added, at a temperature in the region of 20° C., under an argon atmosphere, to 0.5 g (2.087 mmol) of 1-chloromethyl-2-nitro-4-trifluoromethylbenzene in solution in 20 cm3 of dichloromethane. After stirring for 16 hours at a temperature in the region of 20° C., the reaction mixture is diluted with 250 cm3 of dichloromethane, washed with 3 times 200 cm3 of water, dried over anhydrous magnesium sulfate, filtered, and concentrated to dryness under reduced pres...